From a dataset of the Open Reaction Database (ORD), a public repository of structured organic reaction records. describe an organic reaction: reactants, conditions, products, and yield Starting materials: C#CCOC, CCOC(C)=O, CC(C)NC(C)C, Nc1c(Cl)cc(I)c2c1OCO2, I[Cu]I. Yields the product COCC#Cc1cc(Cl)c(N)c2c1OCO2. As a reaction SMILES: [CH2:20]([C:21]#[CH:22])[O:23][CH3:24].[CH3:25][CH2:26][O:27][C:28](=[O:29])[CH3:30].[CH:1]([NH:2][CH:3]([CH3:4])[CH3:5])([CH3:6])[CH3:7].[Cl:8][c:9]1[cH:10][c:11]([I:19])[c:12]2[c:13]([c:14]1[NH2:15])[O:16][CH2:17][O:18]2.[Cu:31]([I:32])[I:33]>>[Cl:8][c:9]1[cH:10][c:11]([C:22]#[C:21][CH2:20][O:23][CH3:24])[c:12]2[c:13]([c:14]1[NH2:15])[O:16][CH2:17][O:18]2. The reactants are CN(C1=CC=C(C(=O)O)C=C1)C (4-dimethylaminobenzoic acid), CN(C=O)C (dimethylformamide), N,N'-carbonyldiimidazole, NC1=NC2=NC(=CC=C2C=C1)Cl (2-amino-7-chloro-1,8-naphthyridine). The solvent is O (water). Run at temperature 20 celsius. Product: ClC1=CC=C2C=CC(=NC2=N1)NC(C1=CC=C(C=C1)N(C)C)=O (N-(7-Chloro-1,8-naphthyridin-2-yl)-4-dimethylaminobenzamide). Isolated yield 31.6%. As a reaction SMILES: [CH3:1][N:2]([CH3:12])[C:3]1[CH:11]=[CH:10][C:6]([C:7]([OH:9])=O)=[CH:5][CH:4]=1.[NH2:13][C:14]1[CH:23]=[CH:22][C:21]2[C:16](=[N:17][C:18]([Cl:24])=[CH:19][CH:20]=2)[N:15]=1.CN(C)C=O>O>[Cl:24][C:18]1[N:17]=[C:16]2[C:21]([CH:22]=[CH:23][C:14]([NH:13][C:7](=[O:9])[C:6]3[CH:5]=[CH:4][C:3]([N:2]([CH3:1])[CH3:12])=[CH:11][CH:10]=3)=[N:15]2)=[CH:20][CH:19]=1. Procedure details: The procedure is analogous to that described in Example 1, but starting with 4-dimethylaminobenzoic acid (14.9 g), N,N'-carbonyldiimidazole (14.6 g) and 2-amino-7-chloro-1,8-naphthyridine (10.8 g). The crude product obtained by filtration of the reaction mixture (6.4 g; m.p. 248° C.) is dissolved in boiling dimethylformamide (95 cc). After cooling for 2 hours at 20° C., water (95 cc) is added. The crystallized solid is separated by filtration, washed with a dimethylformamide/water (50:50 by volu...